describe an organic reaction: reactants, conditions, products, and yield From a dataset of the Open Reaction Database (ORD), a public repository of structured organic reaction records. The reactants are CC(=O)NCC(=O)Cl, Cl, CC1=C(C#N)C(c2ccc(C#N)cc2)n2nc(N)nc2N1c1cccc(C(F)(F)F)c1, c1ccncc1. Yields the product CC(=O)NCC(=O)Nc1nc2n(n1)C(c1ccc(C#N)cc1)C(C#N)=C(C)N2c1cccc(C(F)(F)F)c1. Reaction SMILES: [C:33]([CH3:34])(=[O:35])[NH:36][CH2:37][C:38](=[O:39])[Cl:40].[ClH:1].[NH2:2][c:3]1[n:4][n:5]2[c:6]([n:32]1)[N:7]([c:22]1[cH:23][c:24]([C:28]([F:29])([F:30])[F:31])[cH:25][cH:26][cH:27]1)[C:8]([CH3:21])=[C:9]([C:19]#[N:20])[CH:10]2[c:11]1[cH:12][cH:13][c:14]([C:17]#[N:18])[cH:15][cH:16]1.[cH:41]1[cH:42][cH:43][n:44][cH:45][cH:46]1>>[NH:2]([c:3]1[n:4][n:5]2[c:6]([n:32]1)[N:7]([c:22]1[cH:23][c:24]([C:28]([F:29])([F:30])[F:31])[cH:25][cH:26][cH:27]1)[C:8]([CH3:21])=[C:9]([C:19]#[N:20])[CH:10]2[c:11]1[cH:12][cH:13][c:14]([C:17]#[N:18])[cH:15][cH:16]1)[C:38]([CH2:37][NH:36][C:33]([CH3:34])=[O:35])=[O:39]. Reactants: C1(=CC=CC=C1)C1=CC=NC2=C3N=CC=C(C3=CC=C12)C1=CC=CC=C1 (4,7-diphenyl-phenanthroline), C(=C)OCCCC (n-butyl vinyl ether), C(C)OC(=O)C=1C(=NN(C1)C1=NC=CC=C1CO)C (1-(3-hydroxymethyl-pyridin-2-yl)-3-methyl-1H-pyrazole-4-carboxylic acid ethyl ester). The reagents and catalysts are FC(C(=O)[O-])(F)F.[Pd+2].FC(C(=O)[O-])(F)F (Palladium(II)trifluoroacetate), C(C)N(CC)CC (triethylamine). Run at temperature 75 celsius, time 24 hour. Product: CC1=NN(C=C1C(=O)OCC)C1=NC=CC=C1COC=C (ethyl 3-methyl-1-[3-(vinyloxymethyl)-2-pyridyl]pyrazole-4-carboxylate). Isolated yield 67.9%. As a reaction SMILES: [C:1]1(C2C3C(=C4C(=CC=3)C(C3C=CC=CC=3)=CC=N4)N=CC=2)C=CC=C[CH:2]=1.C(OCCCC)=C.[CH2:34]([O:36][C:37]([C:39]1[C:40]([CH3:52])=[N:41][N:42]([C:44]2[C:49]([CH2:50][OH:51])=[CH:48][CH:47]=[CH:46][N:45]=2)[CH:43]=1)=[O:38])[CH3:35]>C(N(CC)CC)C.FC(F)(F)C([O-])=O.[Pd+2].FC(F)(F)C([O-])=O>[CH3:52][C:40]1[C:39]([C:37]([O:36][CH2:34][CH3:35])=[O:38])=[CH:43][N:42]([C:44]2[C:49]([CH2:50][O:51][CH:1]=[CH2:2])=[CH:48][CH:47]=[CH:46][N:45]=2)[N:41]=1 |f:4.5.6|. Reported procedure: Palladium(II)trifluoroacetate (5.1 mg, 15.3 mmoles) and 4,7-diphenyl-phenanthroline (5.1 mg, 15.3 mmoles) are dissolved in n-butyl vinyl ether (6.1 mL, 61.2 mmol) and 1-(3-hydroxymethyl-pyridin-2-yl)-3-methyl-1H-pyrazole-4-carboxylic acid ethyl ester (800 mg, 3.1 mmol) and a few drops of triethylamine are added. The flask is sealed and stirred at 75° C. for 24 hours. Then the mixture is cooled to 24° C. and filtrated through a pad of celite. The solvent is eliminated under reduced pressure and t... Reactants: COC([C@H](C)OC1=CC(=C(C=C1)CNC(=O)C=1C(=NC=CC1)OC1=CC2=C(OCO2)C=C1)F)=O ((S)-2-[4-({[2-(benzo[1,3]dioxol-5-yloxy)-pyridine-3-carbonyl]-amino}-methyl)-3-fluoro-phenoxy]-propionic acid methyl ester), COC(COC1=CC(=C(C=C1)CNC(=O)C=1C(=NC=CC1)OC1=CC2=C(OCO2)C=C1)F)=O ([4-({[2-(benzo[1,3]dioxol-5-yloxy)-pyridine-3-carbonyl]-amino}-methyl)-3-fluoro-phenoxy]-acetic acid methyl ester). The product is O1COC2=C1C=CC(=C2)OC2=NC=CC=C2C(=O)NCC2=C(C=C(O[C@H](C(=O)O)C)C=C2)F ((S)-2-[4-({[2-(Benzo[1,3]dioxol-5-yloxy)-pyridine-3-carbonyl]-amino}-methyl)-3-fluoro-phenoxy]-propionic acid). RXN SMILES: C[O:2][C:3](=[O:34])[C@@H:4]([O:6][C:7]1[CH:12]=[CH:11][C:10]([CH2:13][NH:14][C:15]([C:17]2[C:18]([O:23][C:24]3[CH:32]=[CH:31][C:27]4[O:28][CH2:29][O:30][C:26]=4[CH:25]=3)=[N:19][CH:20]=[CH:21][CH:22]=2)=[O:16])=[C:9]([F:33])[CH:8]=1)[CH3:5].COC(=O)COC1C=CC(CNC(C2C(OC3C=CC4OCOC=4C=3)=NC=CC=2)=O)=C(F)C=1>>[O:28]1[C:27]2[CH:31]=[CH:32][C:24]([O:23][C:18]3[C:17]([C:15]([NH:14][CH2:13][C:10]4[CH:11]=[CH:12][C:7]([O:6][C@@H:4]([CH3:5])[C:3]([OH:34])=[O:2])=[CH:8][C:9]=4[F:33])=[O:16])=[CH:22][CH:21]=[CH:20][N:19]=3)=[CH:25][C:26]=2[O:30][CH2:29]1. Reported procedure: The compound of Formula (5.5.9) was prepared in a manner analogous to that described in Example 1, substituting (S)-2-[4-({[2-(benzo[1,3]dioxol-5-yloxy)-pyridine-3-carbonyl]-amino}-methyl)-3-fluoro-phenoxy]-propionic acid methyl ester for the corresponding [4-({[2-(benzo[1,3]dioxol-5-yloxy)-pyridine-3-carbonyl]-amino}-methyl)-3-fluoro-phenoxy]-acetic acid methyl ester material. Yield: 6.5%. Product: FC=1C=C(C2=C(\C(=N/C3=C(O2)C=CC=C3)\C3=CC=C(C(=O)OC)C=C3)C1)OC ((Z)-methyl 4-(2-fluoro-4-methoxydibenzo[b,f][1,4]oxazepin-11-yl)benzoate). Procedure details: A stirring mixture of title compound 92 (2 g, 5.06 mmol) in polyphosphoric acid (4.76 ml, 41.7 mmol) was heated at 130° C. for 3 h. The reaction mixture was cooled, diluted with dichloromethane and water and stirred overnight. The layers were separated and the aqueous layer was extracted with dichloromethane. The combined organic layers were washed with brine, dried over MgSO4, filtered and solvent evaporated. The crude residue was purified via ISCO (0-25% Hex/EtOAc; 40 g silica gel column) to a... The reactants are FC1=CC(=C(OC2=C(C=CC=C2)NC(=O)C2=CC=C(C(=O)OC)C=C2)C=C1)OC (methyl 4-(2-(4-fluoro-2-methoxyphenoxy)phenylcarbamoyl)benzoate), polyphosphoric acid. Reaction conditions: temperature 130 celsius, time 8 hour. RXN SMILES: [F:1][C:2]1[CH:27]=[CH:26][C:5]([O:6][C:7]2[CH:12]=[CH:11][CH:10]=[CH:9][C:8]=2[NH:13][C:14]([C:16]2[CH:25]=[CH:24][C:19]([C:20]([O:22][CH3:23])=[O:21])=[CH:18][CH:17]=2)=O)=[C:4]([O:28][CH3:29])[CH:3]=1>ClCCl.O>[F:1][C:2]1[CH:3]=[C:4]([O:28][CH3:29])[C:5]2[O:6][C:7]3[CH:12]=[CH:11][CH:10]=[CH:9][C:8]=3[N:13]=[C:14]([C:16]3[CH:25]=[CH:24][C:19]([C:20]([O:22][CH3:23])=[O:21])=[CH:18][CH:17]=3)[C:26]=2[CH:27]=1. Run in ClCCl (dichloromethane), O (water). Procedure: TBTU (0.44 g, 1.4 mmol) and TEA (0.43 mL, 3.1 mmol) were added to 1-trifluoromethyl-cyclopropanecarboxylic acid (0.19 g, 1.2 mmol) in THF (5 mL). After 10 min at rt 4-chloro-3-nitro-benzylamine (0.23 g, 1.2 mmol) was added to the reaction mixture and stirring was continued overnight. The mixture was concentrated, diluted with EtOAc and washed with sat.aq. NaHCO3-solution, water and brine. The organic layer was dried over Na2SO4 and concentrated to give the subtitle compound. The product is ClC1=C(C=C(CNC(=O)C2(CC2)C(F)(F)F)C=C1)[N+](=O)[O-] (N-(4-Chloro-3-nitro-benzyl)-1-trifluoromethyl-cyclopropanecarboxamide). Solvent: C1CCOC1 (THF). RXN SMILES: CN(C(ON1N=NC2C=CC=CC1=2)=[N+](C)C)C.[B-](F)(F)(F)F.[F:23][C:24]([F:32])([F:31])[C:25]1([C:28](O)=[O:29])[CH2:27][CH2:26]1.[Cl:33][C:34]1[CH:41]=[CH:40][C:37]([CH2:38][NH2:39])=[CH:36][C:35]=1[N+:42]([O-:44])=[O:43]>C1COCC1>[Cl:33][C:34]1[CH:41]=[CH:40][C:37]([CH2:38][NH:39][C:28]([C:25]2([C:24]([F:32])([F:31])[F:23])[CH2:27][CH2:26]2)=[O:29])=[CH:36][C:35]=1[N+:42]([O-:44])=[O:43] |f:0.1|. Run at time 8 hour. The reactants are ClC1=C(C=C(CN)C=C1)[N+](=O)[O-] (4-chloro-3-nitro-benzylamine), CN(C)C(=[N+](C)C)ON1C2=C(C=CC=C2)N=N1.[B-](F)(F)(F)F (TBTU), TEA, FC(C1(CC1)C(=O)O)(F)F (1-trifluoromethyl-cyclopropanecarboxylic acid).